Dataset: the Open Reaction Database (ORD), a public repository of structured organic reaction records. Task: describe an organic reaction: reactants, conditions, products, and yield Reactants: Br, Br, CC(=O)OC(C)=O, O=C([O-])[O-], C1COCCO1, [K+], [K+], Oc1ccc(N2CCNCC2)cc1. Product: CC(=O)N1CCN(c2ccc(O)cc2)CC1. As a reaction SMILES: [BrH:1].[BrH:2].[C:16]([CH3:17])(=[O:18])[O:19][C:20](=[O:21])[CH3:22].[C:23](=[O:24])([O-:25])[O-:26].[CH2:29]1[O:30][CH2:31][CH2:32][O:33][CH2:34]1.[K+:27].[K+:28].[N:3]1([c:9]2[cH:10][cH:11][c:12]([OH:15])[cH:13][cH:14]2)[CH2:4][CH2:5][NH:6][CH2:7][CH2:8]1>>[N:3]1([c:9]2[cH:10][cH:11][c:12]([OH:15])[cH:13][cH:14]2)[CH2:4][CH2:5][N:6]([C:16]([CH3:17])=[O:18])[CH2:7][CH2:8]1. Starting materials: FC=1C(=CC(=C(C1)CC(C(=O)OC)Br)[N+](=O)[O-])N1N=C(N(C1=O)C(F)F)C (methyl 3-[5- fluoro-4-(4-difluoromethyl-4,5-dihydro-3-methyl-5-oxo-1H-1,2,4-triazol-1-yl)-2-nitrophenyl]-2-bromopropionate), O (water). The reagents and catalysts are [Fe] (iron). The solvent is C(C)(=O)O (acetic acid). Conditions: temperature 40 celsius, time 2 hour. Product: BrC1C(NC2=CC(=C(C=C2C1)F)N1N=C(N(C1=O)C(F)F)C)=O (1-(3-bromo-6-fluoro-3,4-dihydroquinolin-2(1H)-one-7-yl)-4-difluoromethyl-4,5-dihydro-3-methyl-1,2,4-triazol-5(1H)-one). Yield: 95.9%. As a reaction SMILES: [F:1][C:2]1[C:3]([N:18]2[C:22](=[O:23])[N:21]([CH:24]([F:26])[F:25])[C:20]([CH3:27])=[N:19]2)=[CH:4][C:5]([N+:15]([O-])=O)=[C:6]([CH2:8][CH:9]([Br:14])[C:10](OC)=[O:11])[CH:7]=1.O>C(O)(=O)C.[Fe]>[Br:14][CH:9]1[CH2:8][C:6]2[C:5](=[CH:4][C:3]([N:18]3[C:22](=[O:23])[N:21]([CH:24]([F:26])[F:25])[C:20]([CH3:27])=[N:19]3)=[C:2]([F:1])[CH:7]=2)[NH:15][C:10]1=[O:11]. Procedure: A solution of 9.0 g (0.020 mole) of methyl 3-[5- fluoro-4-(4-difluoromethyl-4,5-dihydro-3-methyl-5-oxo-1H-1,2,4-triazol-1-yl)-2-nitrophenyl]-2-bromopropionate in 100 mL of glacial acetic acid was stirred, and 9.0 mL of water was added. The reaction mixture was warmed to 40° C., and 9.0 g (0.16 mole) of iron powder was slowly added. Upon completion of addition the reaction mixture was allowed to cool to ambient temperature where it was stirred for 2 hours. The reaction mixture was filtered throug... Product: C(C1=CC=CC=C1)N1C(NN(C1=O)CC1=CC=C(C=C1)[N+](=O)[O-])=O (4-Benzyl-1-(4-nitrobenzyl)-1,2,4-triazolidin-3,5-dione). Reactants: C(C1=CC=CC=C1)N1C(NNC1=O)=O (4-benzylurazole), [N+](=O)([O-])C1=CC=C(CBr)C=C1 (p-nitrobenzyl bromide), N12CCCN=C2NCCC1 (1,5,7-triazabicyclo[4.4.0]dec-5-ene). Yield: 58.6%. As a reaction SMILES: [CH2:1]([N:8]1[C:12](=[O:13])[NH:11][NH:10][C:9]1=[O:14])[C:2]1[CH:7]=[CH:6][CH:5]=[CH:4][CH:3]=1.[N+:15]([C:18]1[CH:25]=[CH:24][C:21]([CH2:22]Br)=[CH:20][CH:19]=1)([O-:17])=[O:16].N12CCCNC1=NCCC2>C(Cl)Cl>[CH2:1]([N:8]1[C:9](=[O:14])[N:10]([CH2:22][C:21]2[CH:24]=[CH:25][C:18]([N+:15]([O-:17])=[O:16])=[CH:19][CH:20]=2)[NH:11][C:12]1=[O:13])[C:2]1[CH:7]=[CH:6][CH:5]=[CH:4][CH:3]=1. The solvent is C(Cl)Cl (DCM). Reported procedure: A mixture of 4-benzylurazole (3.8 g, JCS Perkin II, 1975, 1325), p-nitrobenzyl bromide (4.3 g, Aldrich) and polymer-supported 1,5,7-triazabicyclo[4.4.0]dec-5-ene (P-TBD, 6.3 g, Fluka) in DCM (400 ml) was refluxed under N2 for 24 hours. The P-TBD was filtered off and the filtrate evaporated to leave a gum which was flash chromatographed through a silica column using chloroform/methanol (19:1 v/v) to give the desired product as a solid (3.8 g). The product is C(C)(C)(C)OC(=O)N1CCC(CC1)NN1C(CNCC1)=O (1-[1-(tert-butoxycarbonyl)-4-piperidinylamino]-2-piperazinone). Reactants: C(C1=CC=CC=C1)OC(=O)N1CC(N(CC1)NC1CCN(CC1)C(=O)OC(C)(C)C)=O (4-benzyloxycarbonyl-1-[1-(tert-butoxycarbonyl)-4-piperidinylamino]-2-piperazinone). The reagents and catalysts are [Pd] (Pd/C). Reported procedure: A solution of 4-benzyloxycarbonyl-1-[1-(tert-butoxycarbonyl)-4-piperidinylamino]-2-piperazinone (3.7 g) and 10% Pd/C (800 mg) in methanol (150 ml) was stirred at room temperature for 15 hours under a hydrogen atmosphere. The catalyst was filtered off and the reaction mixture was concentrated to obtain 1-[1-(tert-butoxycarbonyl)-4-piperidinylamino]-2-piperazinone. Run in CO (methanol). Reaction SMILES: C(OC([N:11]1[CH2:16][CH2:15][N:14]([NH:17][CH:18]2[CH2:23][CH2:22][N:21]([C:24]([O:26][C:27]([CH3:30])([CH3:29])[CH3:28])=[O:25])[CH2:20][CH2:19]2)[C:13](=[O:31])[CH2:12]1)=O)C1C=CC=CC=1>CO.[Pd]>[C:27]([O:26][C:24]([N:21]1[CH2:20][CH2:19][CH:18]([NH:17][N:14]2[CH2:15][CH2:16][NH:11][CH2:12][C:13]2=[O:31])[CH2:23][CH2:22]1)=[O:25])([CH3:30])([CH3:28])[CH3:29].